From a dataset of the Open Reaction Database (ORD), a public repository of structured organic reaction records. describe an organic reaction: reactants, conditions, products, and yield Reactants: Br, COC(=O)c1sccc1N, [Cu]Br, O=N[O-], [Na+], O. Product: COC(=O)c1sccc1Br. RXN SMILES: [BrH:15].[CH3:1][O:2][C:3](=[O:4])[c:5]1[s:6][cH:7][cH:8][c:9]1[NH2:10].[Cu:17][Br:18].[N:11]([O-:12])=[O:13].[Na+:14].[OH2:16]>>[CH3:1][O:2][C:3](=[O:4])[c:5]1[s:6][cH:7][cH:8][c:9]1[Br:15]. Reactants: C(CCC)C=1OC2=C(C1C(C1=CC=C(C=C1)O)O)C=CC=C2 (4-[(2-butyl-benzofuran-3-yl)-hydroxy-methyl]-phenol), C(C)[SiH](CC)CC (triethylsilane), BF3 Et2O. Run in CC#N (CH3CN). Reaction conditions: time 10 minute. The product is C(CCC)C=1OC2=C(C1CC1=CC=C(C=C1)O)C=CC=C2 (4-(2-Butyl-benzofuran-3-ylmethyl)-phenol). Yield: 89.3%. RXN SMILES: [CH2:1]([C:5]1[O:6][C:7]2[CH:22]=[CH:21][CH:20]=[CH:19][C:8]=2[C:9]=1[CH:10](O)[C:11]1[CH:16]=[CH:15][C:14]([OH:17])=[CH:13][CH:12]=1)[CH2:2][CH2:3][CH3:4].C([SiH](CC)CC)C>CC#N>[CH2:1]([C:5]1[O:6][C:7]2[CH:22]=[CH:21][CH:20]=[CH:19][C:8]=2[C:9]=1[CH2:10][C:11]1[CH:12]=[CH:13][C:14]([OH:17])=[CH:15][CH:16]=1)[CH2:2][CH2:3][CH3:4]. Procedure details: At −10° C., to a stirred solution of 4-[(2-butyl-benzofuran-3-yl)-hydroxy-methyl]-phenol (2.78 g, 9.39 mmol) in CH3CN was added portionwise triethylsilane (two ×1.50 mL, 18.78 mmol total, @ 0.5 h interval). To the reaction was added BF3 Et2O (1.19 mL, 9.39 mmol) and the reaction was stirred for 10 min. The reaction was quenched with sat. aq. K2CO3 and extracted with CH2Cl2. The organic extracts were washed with brine (3×), dried (MgSO4) and concentrated. Purification on silica gel gave 2.35 g (8... Starting materials: C1CCNC1, Cc1ccccc1, COc1ccc(Cl)cc1, O=C(C=Cc1ccccc1)C=Cc1ccccc1, O=C(C=Cc1ccccc1)C=Cc1ccccc1, O=C(C=Cc1ccccc1)C=Cc1ccccc1, [Pd], [Pd]. Product: COc1ccc(N2CCCC2)cc1. RXN SMILES: [CH2:10]1[CH2:11][CH2:12][NH:13][CH2:14]1.[CH3:71][c:72]1[cH:73][cH:74][cH:75][cH:76][cH:77]1.[Cl:1][c:2]1[cH:3][cH:4][c:5]([O:8][CH3:9])[cH:6][cH:7]1.[O:17]=[C:18]([CH:19]=[CH:20][c:21]1[cH:22][cH:23][cH:24][cH:25][cH:26]1)[CH:27]=[CH:28][c:29]1[cH:30][cH:31][cH:32][cH:33][cH:34]1.[O:35]=[C:36]([CH:37]=[CH:38][c:39]1[cH:40][cH:41][cH:42][cH:43][cH:44]1)[CH:45]=[CH:46][c:47]1[cH:48][cH:49][cH:50][cH:51][cH:52]1.[O:53]=[C:54]([CH:55]=[CH:56][c:57]1[cH:58][cH:59][cH:60][cH:61][cH:62]1)[CH:63]=[CH:64][c:65]1[cH:66][cH:67][cH:68][cH:69][cH:70]1.[Pd:15].[Pd:16]>>[c:2]1([N:13]2[CH2:12][CH2:11][CH2:10][CH2:14]2)[cH:3][cH:4][c:5]([O:8][CH3:9])[cH:6][cH:7]1. Reactants: CS(=O)(=O)C1=CC=C(C=C1)F (4-fluorophenyl methyl sulfone), C[C@H]1NCCNC1 ((R)-2-methylpiperazine), C(=O)([O-])[O-].[K+].[K+] (K2CO3). Run in CN(C)C=O (DMF). Run at temperature 100 celsius. Yields the product C[C@@H]1CN(CCN1)C1=CC=C(C=C1)S(=O)(=O)C ((3R)-3-methyl-[4-(methylsulfonyl)phenyl]piperazine). Yield: 46.6%. Reaction SMILES: [CH3:1][S:2]([C:5]1[CH:10]=[CH:9][C:8](F)=[CH:7][CH:6]=1)(=[O:4])=[O:3].[CH3:12][C@@H:13]1[CH2:18][NH:17][CH2:16][CH2:15][NH:14]1.C([O-])([O-])=O.[K+].[K+]>CN(C=O)C>[CH3:12][C@H:13]1[NH:14][CH2:15][CH2:16][N:17]([C:8]2[CH:9]=[CH:10][C:5]([S:2]([CH3:1])(=[O:4])=[O:3])=[CH:6][CH:7]=2)[CH2:18]1 |f:2.3.4|. Reported procedure: A mixture of 4-fluorophenyl methyl sulfone (2.00 g), (R)-2-methylpiperazine (2.30 g) and K2CO3 (3.20 g) in anhydrous DMF (80 mL) was heated at 100° C. for 5 hours. The reaction mixture was filtered to remove salts and the solvent was evaporated under reduced pressure to give a yellow oil. Purification by flash chromatography (CHCl3/MeOH) gave 1.36 g (47%) of the title compound as a pale yellow solid. M+(ESI): 255.2. HPLC (Condition A), Rt: 1.0 min (HPLC purity: 100%). The reactants are BrB(Br)Br, COc1ccc2c(c1)C1(C)CCN(CC3CC3)C1N2C, ClC(Cl)Cl. Reaction SMILES: [B:21]([Br:22])([Br:23])[Br:24].[CH:1]1([CH2:4][N:5]2[CH2:6][CH2:7][C:8]3([CH3:20])[CH:9]2[N:10]([CH3:19])[c:11]2[cH:12][cH:13][c:14]([O:17][CH3:18])[cH:15][c:16]23)[CH2:2][CH2:3]1.[CH:25]([Cl:26])([Cl:27])[Cl:28]>>[CH:1]1([CH2:4][N:5]2[CH2:6][CH2:7][C:8]3([CH3:20])[CH:9]2[N:10]([CH3:19])[c:11]2[cH:12][cH:13][c:14]([OH:17])[cH:15][c:16]23)[CH2:2][CH2:3]1. Yields the product CN1c2ccc(O)cc2C2(C)CCN(CC3CC3)C12. The reactants are C(=O)=O (Dry Ice), N1=CC=CC=C1 (pyridine), C(=O)(Cl)Cl (phosgene), [Cl-].CC1([N+](CCCC1)(C)C)C (tetramethylpiperidinium chloride), Cl.[NH+]1=CC=CC=C1 (pyridinium hydrochloride), Cl.CC1(NC(CC(C1)O)(C)C)C (2,2,6,6-tetramethyl-4-piperidinol hydrochloride), C(=O)(Cl)Cl (phosgene), C(=O)(Cl)Cl (phosgene). Run in CC(CC)=O (2-butanone). Reaction conditions: temperature 80 celsius. Product: [Cl-].CC1([NH2+]C(CC(C1)OC(=O)Cl)(C)C)C (2,2,6,6-tetramethyl-4-(chlorocarbonyloxy)piperidinium chloride). RXN SMILES: C(=O)=O.Cl.[CH3:5][C:6]1([CH3:15])[CH2:11][CH:10]([OH:12])[CH2:9][C:8]([CH3:14])([CH3:13])[NH:7]1.[C:16]([Cl:19])([Cl:18])=[O:17].N1C=CC=CC=1.[Cl-].CC1(C)CCCC[N+]1(C)C.Cl.[NH+]1C=CC=CC=1>CC(=O)CC>[Cl-:18].[CH3:5][C:6]1([CH3:15])[CH2:11][CH:10]([O:12][C:16]([Cl:19])=[O:17])[CH2:9][C:8]([CH3:14])([CH3:13])[NH2+:7]1 |f:1.2,5.6,7.8,10.11|. Procedure: Into a 500 ml flask equipped with a magnetic stirbar, thermometer, gas inlet adapter, dual condensers (i.e., Dry Ice condenser atop a water cooled condenser), and oil bath were placed 28.2 g (0.145 mole) of 2,2,6,6-tetramethyl-4-piperidinol hydrochloride and 250 ml of 2-butanone. The mixture was heated to reflux and 8.0 ml (0.11 mole) of condensed phosgene was allowed to evaporate into the reaction mixture cooling the mass to 73°-75° C. This was followed by pipet addition of 11.5 g (0.145 mole) ... The reactants are CNc1cc(-n2cc(Br)c3ccc(-c4ccc(OC)cc4)cc32)ncn1, CC1(C)OB(c2ccc3cc[nH]c3c2)OC1(C)C, CCOC(C)=O, CN(C)C=O, [K+], [K+], [K+], O, O=P([O-])([O-])[O-], c1ccc(P(c2ccccc2)(c2ccccc2)[Pd](P(c2ccccc2)(c2ccccc2)c2ccccc2)(P(c2ccccc2)(c2ccccc2)c2ccccc2)P(c2ccccc2)(c2ccccc2)c2ccccc2)cc1. Product: CNc1cc(-n2cc(-c3ccc4cc[nH]c4c3)c3ccc(-c4ccc(OC)cc4)cc32)ncn1. RXN SMILES: [Br:1][c:2]1[cH:3][n:4](-[c:19]2[cH:20][c:21]([NH:25][CH3:26])[n:22][cH:23][n:24]2)[c:5]2[cH:6][c:7](-[c:11]3[cH:12][cH:13][c:14]([O:17][CH3:18])[cH:15][cH:16]3)[cH:8][cH:9][c:10]12.[CH3:35][C:36]1([CH3:37])[C:38]([CH3:39])([CH3:40])[O:41][B:42]([c:43]2[cH:44][cH:45][c:46]3[cH:47][cH:48][nH:49][c:50]3[cH:51]2)[O:52]1.[CH3:53][CH2:54][O:55][C:56](=[O:57])[CH3:58].[CH3:59][N:60]([CH3:61])[CH:62]=[O:63].[K+:32].[K+:33].[K+:34].[OH2:141].[P:27]([O-:28])([O-:29])([O-:30])=[O:31].[cH:64]1[cH:65][cH:66][c:67]([P:68]([Pd:69]([P:70]([c:71]2[cH:72][cH:73][cH:74][cH:75][cH:76]2)([c:77]2[cH:78][cH:79][cH:80][cH:81][cH:82]2)[c:83]2[cH:84][cH:85][cH:86][cH:87][cH:88]2)([P:89]([c:90]2[cH:91][cH:92][cH:93][cH:94][cH:95]2)([c:96]2[cH:97][cH:98][cH:99][cH:100][cH:101]2)[c:102]2[cH:103][cH:104][cH:105][cH:106][cH:107]2)[P:108]([c:109]2[cH:110][cH:111][cH:112][cH:113][cH:114]2)([c:115]2[cH:116][cH:117][cH:118][cH:119][cH:120]2)[c:121]2[cH:122][cH:123][cH:124][cH:125][cH:126]2)([c:127]2[cH:128][cH:129][cH:130][cH:131][cH:132]2)[c:133]2[cH:134][cH:135][cH:136][cH:137][cH:138]2)[cH:139][cH:140]1>>[c:2]1(-[c:43]2[cH:44][cH:45][c:46]3[cH:47][cH:48][nH:49][c:50]3[cH:51]2)[cH:3][n:4](-[c:19]2[cH:20][c:21]([NH:25][CH3:26])[n:22][cH:23][n:24]2)[c:5]2[cH:6][c:7](-[c:11]3[cH:12][cH:13][c:14]([O:17][CH3:18])[cH:15][cH:16]3)[cH:8][cH:9][c:10]12. The reactants are ClC=1C=C(C(=O)OO)C=CC1 (m-Chloroperoxybenzoic acid), COC=1C=C2C(=C(C(=NC2=CC1OC)CSC=1N(C=CN1)C)C(=O)OCC)C1=CC(=C(C=C1)OC)OC (ethyl 6,7-dimethoxy-4-(3,4-dimethoxyphenyl)-2-[(1-methylimidazol- 2-yl)thiomethyl]quinoline-3-carboxylate). Run in ClCCl (dichloromethane). Run at time 2.5 hour. Yields the product COC=1C=C2C(=C(C(=NC2=CC1OC)CS(=O)C=1N(C=CN1)C)C(=O)OCC)C1=CC(=C(C=C1)OC)OC (ethyl 6,7-dimethoxy-4-(3,4-dimethoxyphenyl)-2- [(1-methylimidazol-2-yl)sulfinylmethyl]quinoline-3-carboxylate). Yield: 69.4%. RXN SMILES: ClC1C=C(C=CC=1)C(OO)=[O:6].[CH3:12][O:13][C:14]1[CH:15]=[C:16]2[C:21](=[CH:22][C:23]=1[O:24][CH3:25])[N:20]=[C:19]([CH2:26][S:27][C:28]1[N:29]([CH3:33])[CH:30]=[CH:31][N:32]=1)[C:18]([C:34]([O:36][CH2:37][CH3:38])=[O:35])=[C:17]2[C:39]1[CH:44]=[CH:43][C:42]([O:45][CH3:46])=[C:41]([O:47][CH3:48])[CH:40]=1>ClCCl>[CH3:12][O:13][C:14]1[CH:15]=[C:16]2[C:21](=[CH:22][C:23]=1[O:24][CH3:25])[N:20]=[C:19]([CH2:26][S:27]([C:28]1[N:29]([CH3:33])[CH:30]=[CH:31][N:32]=1)=[O:6])[C:18]([C:34]([O:36][CH2:37][CH3:38])=[O:35])=[C:17]2[C:39]1[CH:44]=[CH:43][C:42]([O:45][CH3:46])=[C:41]([O:47][CH3:48])[CH:40]=1. Reported procedure: m-Chloroperoxybenzoic acid (85%, 830 mg) was added in small portions under ice-cooling to a solution of ethyl 6,7-dimethoxy-4-(3,4-dimethoxyphenyl)-2-[(1-methylimidazol- 2-yl)thiomethyl]quinoline-3-carboxylate (3.0 g) in dichloromethane (75 ml). The reaction mixture was stirred at room temperature for 2.5 hours, washed successively with 5% NaHSO3 aqueous solution, saturated aqueous solution of sodium bicarbonate and water, and dried (MgSO4). The solvent was distilled off under reduced pressure. ... RXN SMILES: [Si]([O:8][CH2:9][C@@H:10]([N:19]1[CH:24]=[CH:23][C:22]([C:25]2[CH:30]=[CH:29][N:28]=[C:27]([NH:31][CH:32]3[CH2:37][CH2:36][O:35][CH2:34][CH2:33]3)[N:26]=2)=[CH:21][C:20]1=[O:38])[C:11]1[CH:16]=[CH:15][C:14]([Cl:17])=[C:13]([F:18])[CH:12]=1)(C(C)(C)C)(C)C.[F-].C([N+](CCCC)(CCCC)CCCC)CCC>C1COCC1>[Cl:17][C:14]1[CH:15]=[CH:16][C:11]([C@H:10]([N:19]2[CH:24]=[CH:23][C:22]([C:25]3[CH:30]=[CH:29][N:28]=[C:27]([NH:31][CH:32]4[CH2:37][CH2:36][O:35][CH2:34][CH2:33]4)[N:26]=3)=[CH:21][C:20]2=[O:38])[CH2:9][OH:8])=[CH:12][C:13]=1[F:18] |f:1.2|. Starting materials: [Si](C)(C)(C(C)(C)C)OC[C@H](C1=CC(=C(C=C1)Cl)F)N1C(C=C(C=C1)C1=NC(=NC=C1)NC1CCOCC1)=O ((S)-1-(2-(tert-butyldimethylsilyloxy)-1-(4-chloro-3-fluorophenyl)ethyl)-4-(2-(tetrahydro-2H-pyran-4-ylamino)pyrimidin-4-yl)pyridin-2(1H)-one), [F-].C(CCC)[N+](CCCC)(CCCC)CCCC (tetrabutyl ammonium fluoride). The solvent is C1CCOC1 (THF). Product: ClC1=C(C=C(C=C1)[C@@H](CO)N1C(C=C(C=C1)C1=NC(=NC=C1)NC1CCOCC1)=O)F ((S)-1-(1-(4-chloro-3-fluorophenyl)-2-hydroxyethyl)-4-(2-((tetrahydro-2H-pyran-4-ylamino))pyrimidin-4-yl)pyridin-2(1H)-one), 5u. Procedure details: A solution of (S)-1-(2-(tert-butyldimethylsilyloxy)-1-(4-chloro-3-fluorophenyl)ethyl)-4-(2-(tetrahydro-2H-pyran-4-ylamino)pyrimidin-4-yl)pyridin-2(1H)-one (6.00 g, 10.7 mmol) in THF (20 mL) was treated with tetrabutyl ammonium fluoride (12.9 mL, 12.9 mmol) at room temperature for 30 minutes. The reaction mixture was concentrated, and the residue was taken up with ethyl acetate and water. The organic layer was washed with water (1×). The combined organics were dried, filtered and concentrated. Th...